From a dataset of the Open Reaction Database (ORD), a public repository of structured organic reaction records. describe an organic reaction: reactants, conditions, products, and yield Reactants: FC(C(=O)O)(F)F (trifluoroacetic acid), CN(C=C(C(=O)OCC)N1N=NC=C1)C (Ethyl 3-(dimethylamino)-2-(1H-1,2,3-triazol-1-yl)acrylate), C1(CCC1)N1CCN(CC1)C1=NC=NC(=C1)NN (4-(4-Cyclobutylpiperazin-1-yl)-6-hydrazinopyrimidine). Solvent: C(C)(=O)OCC (ethyl acetate). Conditions: temperature 100 celsius, time 20 hour. The product is C1(CCC1)N1CCN(CC1)C1=CC(=NC=N1)N1NC=C(C1=O)N1N=NC=C1 (2-[6-(4-Cyclobutylpiperazin-1-yl)pyrimidin-4-yl]-4-(1H-1,2,3-triazol-1-yl)-1,2-dihydro-3H-pyrazol-3-one). As a reaction SMILES: FC(F)(F)C(O)=O.CN(C)[CH:10]=[C:11]([N:17]1[CH:21]=[CH:20][N:19]=[N:18]1)[C:12](OCC)=[O:13].[CH:23]1([N:27]2[CH2:32][CH2:31][N:30]([C:33]3[CH:38]=[C:37]([NH:39][NH2:40])[N:36]=[CH:35][N:34]=3)[CH2:29][CH2:28]2)[CH2:26][CH2:25][CH2:24]1>C(OCC)(=O)C>[CH:23]1([N:27]2[CH2:28][CH2:29][N:30]([C:33]3[N:34]=[CH:35][N:36]=[C:37]([N:39]4[C:12](=[O:13])[C:11]([N:17]5[CH:21]=[CH:20][N:19]=[N:18]5)=[CH:10][NH:40]4)[CH:38]=3)[CH2:31][CH2:32]2)[CH2:24][CH2:25][CH2:26]1. Procedure details: 16 μl (23 mg, 0.2 mmol) of trifluoroacetic acid are added to a mixture of 211 mg (1.0 mmol) of the compound from Example 8A and 250 mg (1.0 mmol) of the compound from Example 9A in 4 ml of ethyl acetate, and the mixture is stirred at 100° C. for 20 h. The reaction mixture is concentrated under reduced pressure, more ethyl acetate and trifluoroacetic acid (the same amounts as above) are added and the mixture is stirred at 100° C. for 3 d. The reaction mixture is cooled to RT, and the precipitated...